Dataset: the Open Reaction Database (ORD), a public repository of structured organic reaction records. Task: describe an organic reaction: reactants, conditions, products, and yield Reactants: CC1(OC(NC2=C1C=C(C=C2)OS(=O)(=O)C2=C(C(=CC=C2)Cl)Cl)=O)C ((4,4-dimethyl-2-oxo-1,4-dihydro-2H-3,1-benzoxazin-6-yl)-2,3-dichlorobenzenesulfonate), C([O-])([O-])=O.[K+].[K+] (potassium carbonate), CI (methyl iodide). Solvent: CN(C=O)C (dimethylformamide). Reaction conditions: time 8 hour. Product: CN1C(OC(C2=C1C=CC(=C2)OS(=O)(=O)C2=C(C(=CC=C2)Cl)Cl)(C)C)=O ((1,4,4-trimethyl-2-oxo-1,4-dihydro-2H-3,1-benzoxazin-6-yl)-2,3-dichlorobenzenesulfonate). Yield: 58.1%. RXN SMILES: [CH3:1][C:2]1([CH3:25])[C:7]2[CH:8]=[C:9]([O:12][S:13]([C:16]3[CH:21]=[CH:20][CH:19]=[C:18]([Cl:22])[C:17]=3[Cl:23])(=[O:15])=[O:14])[CH:10]=[CH:11][C:6]=2[NH:5][C:4](=[O:24])[O:3]1.[C:26](=O)([O-])[O-].[K+].[K+].CI>CN(C)C=O>[CH3:26][N:5]1[C:6]2[CH:11]=[CH:10][C:9]([O:12][S:13]([C:16]3[CH:21]=[CH:20][CH:19]=[C:18]([Cl:22])[C:17]=3[Cl:23])(=[O:15])=[O:14])=[CH:8][C:7]=2[C:2]([CH3:25])([CH3:1])[O:3][C:4]1=[O:24] |f:1.2.3|. Procedure: To a stirred solution of (4,4-dimethyl-2-oxo-1,4-dihydro-2H-3,1-benzoxazin-6-yl)-2,3-dichlorobenzenesulfonate (0.50 g, 1.24 mmol) in dimethylformamide (DMF) (6 mL) with potassium carbonate (0.51 g, 3.72 mmol) was added methyl iodide (0.1 mL, 1.60 mmol). After stirring overnight at room temperature, the solution was then quenched with ammonium chloride solution (sat.) and extracted several times with ethyl acetate. The combined organic layers were washed with brine, dried over magnesium sulfate a...